Dataset: the Open Reaction Database (ORD), a public repository of structured organic reaction records. Task: describe an organic reaction: reactants, conditions, products, and yield Reactants: COC(=O)c1cc(S(C)(=O)=O)c(Br)cc1C, CO, N=C(N)N. The product is Cc1cc(Br)c(S(C)(=O)=O)cc1C(=O)N=C(N)N. RXN SMILES: [CH3:1][c:2]1[c:3]([C:4](=[O:5])[O:6][CH3:7])[cH:8][c:9]([S:13](=[O:14])(=[O:15])[CH3:16])[c:10]([Br:12])[cH:11]1.[CH3:21][OH:22].[NH2:17][C:18]([NH2:19])=[NH:20]>>[CH3:1][c:2]1[c:3]([C:4](=[O:5])[N:17]=[C:18]([NH2:19])[NH2:20])[cH:8][c:9]([S:13](=[O:14])(=[O:15])[CH3:16])[c:10]([Br:12])[cH:11]1. Reactants: O=C1C2CC(CC1CCC2)C(=O)OC (methyl 9-oxobicyclo[3.3.1]nonane-3-carboxylate), [BH4-].[Na+] (NaBH4). Solvent: CO (methanol). Conditions: time 2 hour. The product is OC1C2CC(CC1CCC2)C(=O)OC (methyl 9-hydroxybicyclo-[3.3.1]nonane-3-carboxylate). RXN SMILES: [O:1]=[C:2]1[CH:7]2[CH2:8][CH2:9][CH2:10][CH:3]1[CH2:4][CH:5]([C:11]([O:13][CH3:14])=[O:12])[CH2:6]2.[BH4-].[Na+]>CO>[OH:1][CH:2]1[CH:7]2[CH2:8][CH2:9][CH2:10][CH:3]1[CH2:4][CH:5]([C:11]([O:13][CH3:14])=[O:12])[CH2:6]2 |f:1.2|. Procedure: To a solution of methyl 9-oxobicyclo[3.3.1]nonane-3-carboxylate (190 mg, 0.97 mmol) in methanol was added NaBH4 (76 mg, 2 mmol) at 0° C. The mixture was stirred at rt for 2 h, and concentrated. The residue was diluted with water, and the mixture was extracted with Et2O. The organic layer was concentrated to give methyl 9-hydroxybicyclo-[3.3.1]nonane-3-carboxylate, which was used in the next step directly without purification (140 mg, crude).